This data is from the Open Reaction Database (ORD), a public repository of structured organic reaction records. The task is: describe an organic reaction: reactants, conditions, products, and yield Reactants: S(O)(O)(=O)=O (sulfuric acid), ClC1=C(C(=NC=C1)C(=COC)C1CC1)OC (4-chloro-2-(1-cyclopropyl-2-methoxyvinyl)-3-methoxy-pyridine), C([O-])(O)=O.[Na+] (sodium bicarbonate). Run in ice water, C1CCOC1 (THF). Reaction conditions: temperature 0 celsius. The product is ClC1=C(C(=NC=C1)C(C=O)C1CC1)OC (2-(4-chloro-3-methoxy-pyridin-2-yl)-2-cyclopropyl-acetaldehyde). Yield: 93.9%. As a reaction SMILES: [Cl:1][C:2]1[CH:7]=[CH:6][N:5]=[C:4]([C:8]([CH:12]2[CH2:14][CH2:13]2)=[CH:9][O:10]C)[C:3]=1[O:15][CH3:16].S(=O)(=O)(O)O.C(=O)(O)[O-].[Na+]>C1COCC1>[Cl:1][C:2]1[CH:7]=[CH:6][N:5]=[C:4]([CH:8]([CH:12]2[CH2:13][CH2:14]2)[CH:9]=[O:10])[C:3]=1[O:15][CH3:16] |f:2.3|. Procedure details: 4-chloro-2-(1-cyclopropyl-2-methoxyvinyl)-3-methoxy-pyridine (259 mg, 1.1 mmol) was dissolved in THF (10 ml) and cooled to 0° C. 4M sulfuric acid (2.7 ml, 10 mmol) was added and the reaction was performed at reduced pressure while heating at 50° C. for 2.5 h. The mixture was diluted in ice water (10 mL) and sodium bicarbonate added until neutralized. The mixture was washed with DCM (3×10 mL) and the organic phase dried, filtered and evaporated to dryness to obtain 2-(4-chloro-3-methoxy-pyridin-2... The reactants are BrC=1C=C(C(=NC1)NC1=NC(=NS1)C1CC2CCC(C1)N2C(=O)OC(C)(C)C)OC=2C(=NC=CC2)C (tert-butyl 3-(5-(5-bromo-3-(2-methylpyridin-3-yloxy)pyridin-2-ylamino)-1,2,4-thiadiazol-3-yl)-8-azabicyclo[3.2.1]octane-8-carboxylate), SCC(=O)OC (methyl 2-mercaptoacetate). Product: COC(CSC=1C=C(C(=NC1)NC1=NC(=NS1)C1CC2CCC(C1)N2C(=O)OC(C)(C)C)OC=2C(=NC=CC2)C)=O (tert-butyl 3-(5-(5-(2-methoxy-2-oxoethylthio)-3-(2-methylpyridin-3-yloxy)pyridin-2-ylamino)-1,2,4-thiadiazol-3-yl)-8-azabicyclo[3.2.1]octane-8-carboxylate). Isolated yield 84.0%. As a reaction SMILES: Br[C:2]1[CH:3]=[C:4]([O:29][C:30]2[C:31]([CH3:36])=[N:32][CH:33]=[CH:34][CH:35]=2)[C:5]([NH:8][C:9]2[S:13][N:12]=[C:11]([CH:14]3[CH2:20][CH:19]4[N:21]([C:22]([O:24][C:25]([CH3:28])([CH3:27])[CH3:26])=[O:23])[CH:16]([CH2:17][CH2:18]4)[CH2:15]3)[N:10]=2)=[N:6][CH:7]=1.[SH:37][CH2:38][C:39]([O:41][CH3:42])=[O:40]>>[CH3:42][O:41][C:39](=[O:40])[CH2:38][S:37][C:2]1[CH:3]=[C:4]([O:29][C:30]2[C:31]([CH3:36])=[N:32][CH:33]=[CH:34][CH:35]=2)[C:5]([NH:8][C:9]2[S:13][N:12]=[C:11]([CH:14]3[CH2:20][CH:19]4[N:21]([C:22]([O:24][C:25]([CH3:28])([CH3:27])[CH3:26])=[O:23])[CH:16]([CH2:17][CH2:18]4)[CH2:15]3)[N:10]=2)=[N:6][CH:7]=1. Reported procedure: Following the procedure in Example 52, tert-butyl 3-(5-(5-bromo-3-(2-methylpyridin-3-yloxy)pyridin-2-ylamino)-1,2,4-thiadiazol-3-yl)-8-azabicyclo[3.2.1]octane-8-carboxylate (526 mg, 0.917 mmol) and methyl 2-mercaptoacetate (92.3 μL, 1.01 mmol) afforded tert-butyl 3-(5-(5-(2-methoxy-2-oxoethylthio)-3-(2-methylpyridin-3-yloxy)pyridin-2-ylamino)-1,2,4-thiadiazol-3-yl)-8-azabicyclo[3.2.1]octane-8-carboxylate (461 mg, 0.770 mmol, 83.9% yield). The reactants are N1(CCCCC1)CC=1C=C(OCCCNC(=S)NN)C=CC1 (N-[3-[3-(1-piperidinylmethyl) phenoxy]propyl]-hydrazine carbothioamide), C1=CC=C(C=C1)N=C(Cl)Cl (phenyl isocyanide dichloride). The product is C1(=CC=CC=C1)NC=1SC(=NN1)NCCCOC1=CC(=CC=C1)CN1CCCCC1 (N-Phenyl-N'-[3-[3-(1-piperidinylmethyl)phenoxy]propyl]1,3,4-thiadiazole-2,5-diamine). As a reaction SMILES: [N:1]1([CH2:7][C:8]2[CH:9]=[C:10]([CH:20]=[CH:21][CH:22]=2)[O:11][CH2:12][CH2:13][CH2:14][NH:15][C:16]([NH:18][NH2:19])=[S:17])[CH2:6][CH2:5][CH2:4][CH2:3][CH2:2]1.[CH:23]1[CH:28]=[CH:27][C:26]([N:29]=[C:30](Cl)Cl)=[CH:25][CH:24]=1>>[C:26]1([NH:29][C:30]2[S:17][C:16]([NH:15][CH2:14][CH2:13][CH2:12][O:11][C:10]3[CH:20]=[CH:21][CH:22]=[C:8]([CH2:7][N:1]4[CH2:6][CH2:5][CH2:4][CH2:3][CH2:2]4)[CH:9]=3)=[N:18][N:19]=2)[CH:27]=[CH:28][CH:23]=[CH:24][CH:25]=1. Reported procedure: The compound is prepared by a method analogous to that of Example 29 from N-[3-[3-(1-piperidinylmethyl) phenoxy]propyl]-hydrazine carbothioamide and phenyl isocyanide dichloride. The analytical values are summarized in Table II. Reactants: N(=O)[O-].[Na+] (Sodium nitrite), BrC=1C=C(C(=NC1)CCCNC1=NC=C(C=C1N)CC=1C=NC=CC1)C (2-[3-(5-bromo-3-methylpyrid-2-yl)-propylamino]-3-amino-5-(pyrid-3-ylmethyl)pyridine), [OH-].[Na+] (sodium hydroxide). Run in S(O)(O)(=O)=O (sulphuric acid). Run at time 8 hour. Product: BrC=1C=C(C(=NC1)CCCN1N=NC=2C1=NC=C(C2)CC=2C=NC=CC2)C (3-[3-(5-Bromo-3-methylpyrid-2-yl)propyl]-6-(3-pyridylmethyl)-3H-1,2,3-triazolo[5,4-b]pyridine). Isolated yield 57.0%. Reaction SMILES: [N:1]([O-])=O.[Na+].[Br:5][C:6]1[CH:7]=[C:8]([CH3:30])[C:9]([CH2:12][CH2:13][CH2:14][NH:15][C:16]2[C:21]([NH2:22])=[CH:20][C:19]([CH2:23][C:24]3[CH:25]=[N:26][CH:27]=[CH:28][CH:29]=3)=[CH:18][N:17]=2)=[N:10][CH:11]=1.[OH-].[Na+]>S(=O)(=O)(O)O>[Br:5][C:6]1[CH:7]=[C:8]([CH3:30])[C:9]([CH2:12][CH2:13][CH2:14][N:15]2[C:16]3=[N:17][CH:18]=[C:19]([CH2:23][C:24]4[CH:25]=[N:26][CH:27]=[CH:28][CH:29]=4)[CH:20]=[C:21]3[N:22]=[N:1]2)=[N:10][CH:11]=1 |f:0.1,3.4|. Procedure details: Sodium nitrite solution (1.02 g in 50 ml water) was added dropwise over 25 minutes to a stirred and cooled solution of 2-[3-(5-bromo-3-methylpyrid-2-yl)-propylamino]-3-amino-5-(pyrid-3-ylmethyl)pyridine (4.7 g) in sulphuric acid (molar, 200 ml) keeping the temperature at 4° C. Reaction was stirred at 4° C. for a further hour and was then left in the fridge overnight and then warmed to room temperature. The reaction mixture was basified to pH 13 with sodium hydroxide solution (10M). Chloroform ex... Starting materials: Cl (hydrochloric acid), C([O-])([O-])=O.[K+].[K+] (potassium carbonate), C(=C)OCCCC (n-butyl vinyl ether), C1(=CC=CC=C1)P(CCCP(C1=CC=CC=C1)C1=CC=CC=C1)C1=CC=CC=C1 (1,3-bis(diphenylphosphino)propane), BrC1=CC(=C(C(=O)O)C=C1)C (4-bromo-2-methylbenzoic acid). The reagents and catalysts are C(C)(=O)[O-].[Pd+2].C(C)(=O)[O-] (palladium acetate). The solvent is C(CCC)O (n-butanol). Run at temperature 80 celsius. Product: C(C)(=O)C1=CC(=C(C(=O)O)C=C1)C (4-acetyl-2-methylbenzoic acid). Isolated yield 95.0%. Reaction SMILES: C(=O)([O-])[O-].[K+].[K+].[CH:7]([O:9]CCCC)=[CH2:8].C1(P(C2C=CC=CC=2)CCCP(C2C=CC=CC=2)C2C=CC=CC=2)C=CC=CC=1.Br[C:44]1[CH:52]=[CH:51][C:47]([C:48]([OH:50])=[O:49])=[C:46]([CH3:53])[CH:45]=1.Cl>C([O-])(=O)C.[Pd+2].C([O-])(=O)C.C(O)CCC>[C:7]([C:44]1[CH:52]=[CH:51][C:47]([C:48]([OH:50])=[O:49])=[C:46]([CH3:53])[CH:45]=1)(=[O:9])[CH3:8] |f:0.1.2,7.8.9|. Procedure: 16.6 g (120 mmol) of potassium carbonate, 30.1 g (300 mmol) of n-butyl vinyl ether, 44.9 mg (0.2 mmol) of palladium acetate and 0.247 g (0.6 mmol) of 1,3-bis(diphenylphosphino)propane were added to a suspension solution of 21.5 g (100 mmol) of 4-bromo-2-methylbenzoic acid and 64.5 g of n-butanol. After degassing and nitrogen-purging inside of the reactor, the mixture was refluxed for 5 hours. After cooling the reaction solution to 80° C., n-butanol and n-butyl vinyl ether were distilled off unde...